Dataset: the Open Reaction Database (ORD), a public repository of structured organic reaction records. Task: describe an organic reaction: reactants, conditions, products, and yield Product: FC(F)(F)c1ccccc1-c1ccc(CN2CCOCC2)cc1. Starting materials: Brc1ccc(CN2CCOCC2)cc1, CCO, Cc1ccccc1, OB(O)c1ccccc1C(F)(F)F, [Na+], [Na+], O=C([O-])[O-], c1ccc(P(c2ccccc2)(c2ccccc2)[Pd](P(c2ccccc2)(c2ccccc2)c2ccccc2)(P(c2ccccc2)(c2ccccc2)c2ccccc2)P(c2ccccc2)(c2ccccc2)c2ccccc2)cc1. As a reaction SMILES: [Br:1][c:2]1[cH:3][cH:4][c:5]([CH2:6][N:7]2[CH2:8][CH2:9][O:10][CH2:11][CH2:12]2)[cH:13][cH:14]1.[CH3:118][CH2:119][OH:120].[CH3:34][c:35]1[cH:36][cH:37][cH:38][cH:39][cH:40]1.[F:15][C:16]([c:17]1[c:18]([B:23]([OH:24])[OH:25])[cH:19][cH:20][cH:21][cH:22]1)([F:26])[F:27].[Na+:28].[Na+:29].[O-:30][C:31](=[O:32])[O-:33].[cH:41]1[cH:42][cH:43][c:44]([P:45]([Pd:46]([P:47]([c:48]2[cH:49][cH:50][cH:51][cH:52][cH:53]2)([c:54]2[cH:55][cH:56][cH:57][cH:58][cH:59]2)[c:60]2[cH:61][cH:62][cH:63][cH:64][cH:65]2)([P:66]([c:67]2[cH:68][cH:69][cH:70][cH:71][cH:72]2)([c:73]2[cH:74][cH:75][cH:76][cH:77][cH:78]2)[c:79]2[cH:80][cH:81][cH:82][cH:83][cH:84]2)[P:85]([c:86]2[cH:87][cH:88][cH:89][cH:90][cH:91]2)([c:92]2[cH:93][cH:94][cH:95][cH:96][cH:97]2)[c:98]2[cH:99][cH:100][cH:101][cH:102][cH:103]2)([c:104]2[cH:105][cH:106][cH:107][cH:108][cH:109]2)[c:110]2[cH:111][cH:112][cH:113][cH:114][cH:115]2)[cH:116][cH:117]1>>[c:2]1(-[c:18]2[c:17]([C:16]([F:15])([F:26])[F:27])[cH:22][cH:21][cH:20][cH:19]2)[cH:3][cH:4][c:5]([CH2:6][N:7]2[CH2:8][CH2:9][O:10][CH2:11][CH2:12]2)[cH:13][cH:14]1. The reactants are NC=1SC2=C(N1)C=CC(=C2)OC (2-Amino-6-methoxybenzothiazole), C(C)(=O)OCC(=O)Cl (acetoxyacetyl chloride). Solvent: N1=CC=CC=C1 (pyridine). Run at time 2 hour. Yields the product C(C)(=O)OCC(=O)NC=1SC2=C(N1)C=CC(=C2)OC (2-(acetoxyacetylamino)-6-methoxybenzothiazole). Reaction SMILES: [NH2:1][C:2]1[S:3][C:4]2[CH:10]=[C:9]([O:11][CH3:12])[CH:8]=[CH:7][C:5]=2[N:6]=1.[C:13]([O:16][CH2:17][C:18](Cl)=[O:19])(=[O:15])[CH3:14]>N1C=CC=CC=1>[C:13]([O:16][CH2:17][C:18]([NH:1][C:2]1[S:3][C:4]2[CH:10]=[C:9]([O:11][CH3:12])[CH:8]=[CH:7][C:5]=2[N:6]=1)=[O:19])(=[O:15])[CH3:14]. Reported procedure: 2-Amino-6-methoxybenzothiazole (12.0 g) is dissolved in pyridine (250 ml) and thereto is added dropwise acetoxyacetyl chloride (7.9 ml) at room temperature. After the mixture is stirred at room temperature for 2 hours, the solvent is distilled off. The resulting solids are washed with water and then with diethyl ether, dried and recrystallized from ethanol to give the title compound (15.3 g) having the following physical properties. Yields the product COC(=O)c1ccc(OCC=C(C)CCC=C(C)C)cc1. Reactants: O=C([O-])[O-], CC(C)=CCCC(C)=CCBr, CC(C)=O, [K+], [K+], O, COC(=O)c1ccc(O)cc1. As a reaction SMILES: [C:23](=[O:24])([O-:25])[O-:26].[CH2:12]([CH:13]=[C:14]([CH3:15])[CH2:16][CH2:17][CH:18]=[C:19]([CH3:20])[CH3:21])[Br:22].[CH3:30][C:31](=[O:32])[CH3:33].[K+:27].[K+:28].[OH2:29].[OH:1][c:2]1[cH:3][cH:4][c:5]([C:6](=[O:7])[O:8][CH3:9])[cH:10][cH:11]1>>[O:1]([c:2]1[cH:3][cH:4][c:5]([C:6](=[O:7])[O:8][CH3:9])[cH:10][cH:11]1)[CH2:12][CH:13]=[C:14]([CH3:15])[CH2:16][CH2:17][CH:18]=[C:19]([CH3:20])[CH3:21]. Reactants: ClC1=CC(=NC=2N1N=C(C2)C)NC(C2=CC=C(C=C2)C(C)(C)O)=O (N-(7-chloro-2-methylpyrazolo[1,5-a]pyrimidin-5-yl)-4-(2-hydroxypropan-2-yl)benzamide), Cl.N1=CNC(C2=C1CCNC2)=O (5,6,7,8-tetrahydropyrido[4,3-d]pyrimidin-4(3H)-one hydrochloride), C(C)(C)N(C(C)C)CC (N,N-diisopropylethylamine). Run in CN(C)C=O (DMF). The product is OC(C)(C)C1=CC=C(C(=O)NC2=NC=3N(C(=C2)N2CC4=C(N=CNC4=O)CC2)N=C(C3)C)C=C1 (4-(2-hydroxypropan-2-yl)-N-(2-methyl-7-(4-oxo-3,4,7,8-tetrahydropyrido[4,3-d]pyrimidin-6(5H)-yl)pyrazolo[1,5-a]pyrimidin-5-yl)benzamide). The yield is 38.8%. As a reaction SMILES: Cl[C:2]1[N:7]2[N:8]=[C:9]([CH3:11])[CH:10]=[C:6]2[N:5]=[C:4]([NH:12][C:13](=[O:24])[C:14]2[CH:19]=[CH:18][C:17]([C:20]([OH:23])([CH3:22])[CH3:21])=[CH:16][CH:15]=2)[CH:3]=1.Cl.[N:26]1[C:31]2[CH2:32][CH2:33][NH:34][CH2:35][C:30]=2[C:29](=[O:36])[NH:28][CH:27]=1.C(N(CC)C(C)C)(C)C>CN(C=O)C>[OH:23][C:20]([C:17]1[CH:18]=[CH:19][C:14]([C:13]([NH:12][C:4]2[CH:3]=[C:2]([N:34]3[CH2:33][CH2:32][C:31]4[N:26]=[CH:27][NH:28][C:29](=[O:36])[C:30]=4[CH2:35]3)[N:7]3[N:8]=[C:9]([CH3:11])[CH:10]=[C:6]3[N:5]=2)=[O:24])=[CH:15][CH:16]=1)([CH3:22])[CH3:21] |f:1.2|. Procedure: A solution of N-(7-chloro-2-methylpyrazolo[1,5-a]pyrimidin-5-yl)-4-(2-hydroxypropan-2-yl)benzamide (2F, 52 mg, 0.151 mmol), 5,6,7,8-tetrahydropyrido[4,3-d]pyrimidin-4(3H)-one hydrochloride (78 mg, 0.395 mmol), and N,N-diisopropylethylamine (60 mg, 0.467 mmol) in DMF (0.5 mL) was stirred at 100° C. for 3 h. After cooling to room temperature, the mixture was filtered and the crude material recrystallized from hot methanol, providing the titled compound as a white solid (26.9 mg, 39%). 1H NMR (DMSO...